Dataset: the Open Reaction Database (ORD), a public repository of structured organic reaction records. Task: describe an organic reaction: reactants, conditions, products, and yield The reactants are FC(C=1C(=NC=CC1)C1=CC=C2C(=NC=NC2=C1)O)(F)F (7-(3-trifluoromethyl-pyridin-2-yl)-quinazolin-4-ol), O=P(Cl)(Cl)Cl (POCl3). Yields the product ClC1=NC=NC2=CC(=CC=C12)C1=NC=CC=C1C(F)(F)F (4-chloro-7-(3-trifluoromethyl-pyridin-2-yl)-quinazoline). As a reaction SMILES: [F:1][C:2]([F:21])([F:20])[C:3]1[C:4]([C:9]2[CH:18]=[C:17]3[C:12]([C:13](O)=[N:14][CH:15]=[N:16]3)=[CH:11][CH:10]=2)=[N:5][CH:6]=[CH:7][CH:8]=1.O=P(Cl)(Cl)[Cl:24]>>[Cl:24][C:13]1[C:12]2[C:17](=[CH:18][C:9]([C:4]3[C:3]([C:2]([F:21])([F:20])[F:1])=[CH:8][CH:7]=[CH:6][N:5]=3)=[CH:10][CH:11]=2)[N:16]=[CH:15][N:14]=1. Procedure: Reflux 7-(3-trifluoromethyl-pyridin-2-yl)-quinazolin-4-ol (0.38 mmol) for 18 hours in POCl3 (5 mL). Evaporate the solvent in vacuo, then carefully neutralize with saturated NaHCO3, and extract with EtOAc. Dry over Na2SO4, concentrate under vacuum to obtain 4-chloro-7-(3-trifluoromethyl-pyridin-2-yl)-quinazoline. Reactants: Cc1c(Br)cncc1Br, [Li]CCCC, CCCCCC, [Cl-], [NH4+], CN(C)C=O. Yields the product Cc1c(Br)cncc1C=O. RXN SMILES: [Br:6][c:7]1[cH:8][n:9][cH:10][c:11]([Br:14])[c:12]1[CH3:13].[CH2:1]([Li:2])[CH2:3][CH2:4][CH3:5].[CH3:22][CH2:23][CH2:24][CH2:25][CH2:26][CH3:27].[Cl-:20].[NH4+:21].[O:15]=[CH:16][N:17]([CH3:18])[CH3:19]>>[c:7]1([CH:16]=[O:15])[cH:8][n:9][cH:10][c:11]([Br:14])[c:12]1[CH3:13]. Reactants: NC1CCCc2ccccc21, O=Cc1cccc(Cl)c1Cl. Product: Clc1cccc(CNC2CCCc3ccccc32)c1Cl. As a reaction SMILES: [CH:11]1([NH2:21])[CH2:12][CH2:13][CH2:14][c:15]2[cH:16][cH:17][cH:18][cH:19][c:20]21.[Cl:1][c:2]1[c:3]([CH:4]=[O:5])[cH:6][cH:7][cH:8][c:9]1[Cl:10]>>[Cl:1][c:2]1[c:3]([CH2:4][NH:21][CH:11]2[CH2:12][CH2:13][CH2:14][c:15]3[cH:16][cH:17][cH:18][cH:19][c:20]32)[cH:6][cH:7][cH:8][c:9]1[Cl:10]. The reactants are CC(=O)NC1=C(C(=CC=C1[N+](=O)[O-])Cl)Cl (N-methylcarbonyl 2,3-dichloro-6-nitroaniline), ClC1=C(C=CC(=C1)Cl)O (2,4-dichloro-phenol), C([O-])([O-])=O.[K+].[K+] (potassium carbonate), ice. Solvent: CS(=O)C (DMSO). Yields the product CC(=O)NC1=C(C(=CC=C1[N+](=O)[O-])OC1=C(C=C(C=C1)Cl)Cl)Cl (N-methylcarbonyl 2-chloro-3-(2,4-dichloro-phenoxy)-6-nitroaniline). As a reaction SMILES: [CH3:1][C:2]([NH:4][C:5]1[C:10]([N+:11]([O-:13])=[O:12])=[CH:9][CH:8]=[C:7](Cl)[C:6]=1[Cl:15])=[O:3].[Cl:16][C:17]1[CH:22]=[C:21]([Cl:23])[CH:20]=[CH:19][C:18]=1[OH:24].C(=O)([O-])[O-].[K+].[K+]>CS(C)=O>[CH3:1][C:2]([NH:4][C:5]1[C:10]([N+:11]([O-:13])=[O:12])=[CH:9][CH:8]=[C:7]([O:24][C:18]2[CH:19]=[CH:20][C:21]([Cl:23])=[CH:22][C:17]=2[Cl:16])[C:6]=1[Cl:15])=[O:3] |f:2.3.4|. Procedure: A mixture of N-methylcarbonyl 2,3-dichloro-6-nitroaniline (0.90 g, 3.6 mmol), 2,4-dichloro-phenol (0.59 g, 3.6 mmol) and potassium carbonate (1.0 g, 7.2 mmol), in 20 ml of DMSO, is stirred at 90° for 3 hours. The reaction is then cooled and poured onto about 60 g of ice. A yellow solid is collected by filtration to give N-methylcarbonyl 2-chloro-3-(2,4-dichloro-phenoxy)-6-nitroaniline.